This data is from the Open Reaction Database (ORD), a public repository of structured organic reaction records. The task is: describe an organic reaction: reactants, conditions, products, and yield Reactants: CC(=O)[O-], CCO, O=Cc1ccccc1O, Cl, Nc1ccc(O)c2ccccc12, [Na+], O. The product is Oc1ccccc1C=Nc1ccc(O)c2ccccc12. As a reaction SMILES: [CH3:11][C:12](=[O:13])[O-:14].[CH3:15][CH2:16][OH:17].[CH:1](=[O:2])[c:3]1[cH:4][cH:5][cH:6][cH:7][c:8]1[OH:9].[ClH:18].[NH2:19][c:20]1[cH:21][cH:22][c:23]([OH:30])[c:24]2[cH:25][cH:26][cH:27][cH:28][c:29]12.[Na+:10].[OH2:31]>>[CH:1]([c:3]1[cH:4][cH:5][cH:6][cH:7][c:8]1[OH:9])=[N:19][c:20]1[cH:21][cH:22][c:23]([OH:30])[c:24]2[cH:25][cH:26][cH:27][cH:28][c:29]12. Starting materials: CC(C)(C)[Si](C)(C)OCC1CC(c2ccc([Sn](C)(C)C)cc2)=NO1, C1COCCO1, CC(=O)NCC1CN(c2ccc(I)c(F)c2)C(=O)O1. RXN SMILES: [C:1]([CH3:2])([CH3:3])([CH3:4])[Si:5]([O:6][CH2:7][CH:8]1[CH2:9][C:10]([c:13]2[cH:14][cH:15][c:16]([Sn:19]([CH3:20])([CH3:21])[CH3:22])[cH:17][cH:18]2)=[N:11][O:12]1)([CH3:23])[CH3:24].[CH2:44]1[O:45][CH2:46][CH2:47][O:48][CH2:49]1.[F:25][c:26]1[cH:27][c:28]([N:33]2[C:34](=[O:43])[O:35][CH:36]([CH2:38][NH:39][C:40]([CH3:41])=[O:42])[CH2:37]2)[cH:29][cH:30][c:31]1[I:32]>>[C:1]([CH3:2])([CH3:3])([CH3:4])[Si:5]([O:6][CH2:7][CH:8]1[CH2:9][C:10]([c:13]2[cH:14][cH:15][c:16](-[c:31]3[c:26]([F:25])[cH:27][c:28]([N:33]4[C:34](=[O:43])[O:35][CH:36]([CH2:38][NH:39][C:40]([CH3:41])=[O:42])[CH2:37]4)[cH:29][cH:30]3)[cH:17][cH:18]2)=[N:11][O:12]1)([CH3:23])[CH3:24]. Product: CC(=O)NCC1CN(c2ccc(-c3ccc(C4=NOC(CO[Si](C)(C)C(C)(C)C)C4)cc3)c(F)c2)C(=O)O1.